This data is from the Open Reaction Database (ORD), a public repository of structured organic reaction records. The task is: describe an organic reaction: reactants, conditions, products, and yield The reactants are C(=O)C=1SC=CC1C=1NC(=C(N1)C=1C=NC=CC1)CC (2-(2-formylthiophen-3-yl)-5-ethyl-4-(3-pyridyl)imidazole), C[Mg]Br (methyl magnesium bromide), [Cl-].[NH4+] (ammonium chloride). Solvent: O1CCCC1 (tetrahydrofuran). Run at time 30 minute. Product: Cl.Cl.OC(C)C=1SC=CC1C=1NC(=C(N1)C=1C=NC=CC1)CC (2-[2-(1-hydroxyethyl)thiophen-3-yl]-5-ethyl-4-(3-pyridyl)-imidazole dihydrochloride). As a reaction SMILES: [CH:1]([C:3]1[S:4][CH:5]=[CH:6][C:7]=1[C:8]1[NH:9][C:10]([CH2:19][CH3:20])=[C:11]([C:13]2[CH:14]=[N:15][CH:16]=[CH:17][CH:18]=2)[N:12]=1)=[O:2].[CH3:21][Mg]Br.[Cl-:24].[NH4+]>O1CCCC1>[ClH:24].[ClH:24].[OH:2][CH:1]([C:3]1[S:4][CH:5]=[CH:6][C:7]=1[C:8]1[NH:9][C:10]([CH2:19][CH3:20])=[C:11]([C:13]2[CH:14]=[N:15][CH:16]=[CH:17][CH:18]=2)[N:12]=1)[CH3:21] |f:2.3,5.6.7|. Reported procedure: To a solution of 2-(2-formylthiophen-3-yl)-5-ethyl-4-(3-pyridyl)imidazole (68 mg) in tetrahydrofuran (5 ml) was added dropwise 3M methyl magnesium bromide (0.24 ml, diethyl ether solution) under argon atmosphere in an ice bath, and the mixture was stirred at the same temperature for 30 minutes. To the reaction mixture was added a saturated aqueous ammonium chloride solution, and the mixture was extracted with ethyl acetate. The organic layer was washed with brine, dried over anhydrous magnesium ... Product: COCc1cc(Oc2cnccn2)cc2c1C(CC(=O)O)OB2O. Starting materials: CCOC(=O)CC1OB(O)c2cc(Oc3cnccn3)cc(COC)c21, C1CCOC1, Cl, [Li+], [OH-], O. RXN SMILES: [CH2:1]([CH3:2])[O:3][C:4]([CH2:5][CH:6]1[c:7]2[c:8]([cH:12][c:13]([O:19][c:20]3[n:21][cH:22][cH:23][n:24][cH:25]3)[cH:14][c:15]2[CH2:16][O:17][CH3:18])[B:9]([OH:11])[O:10]1)=[O:26].[CH2:30]1[O:31][CH2:32][CH2:33][CH2:34]1.[ClH:29].[Li+:28].[OH-:27].[OH2:35]>>[O:3]=[C:4]([CH2:5][CH:6]1[c:7]2[c:8]([cH:12][c:13]([O:19][c:20]3[n:21][cH:22][cH:23][n:24][cH:25]3)[cH:14][c:15]2[CH2:16][O:17][CH3:18])[B:9]([OH:11])[O:10]1)[OH:26]. Starting materials: CC=1C=C(C=O)C=C(C1O)C (3,5-dimethyl-4-hydroxybenzaldehyde), N1=C(C=CC=C1)S(=O)(=O)CC#N ((pyrid-2-yl)sulphonyl acetonitrile). The product is CC=1C=C(C=C(C1O)C)/C=C(\C#N)/S(=O)(=O)C1=NC=CC=C1 ((E)-3-(3,5-Dimethyl-4-hydroxyphenyl)-2-[(pyrid-2-yl)sulfonyl]acrylonitrile). Reaction SMILES: [CH3:1][C:2]1[CH:3]=[C:4]([CH:7]=[C:8]([CH3:11])[C:9]=1[OH:10])[CH:5]=O.[N:12]1[CH:17]=[CH:16][CH:15]=[CH:14][C:13]=1[S:18]([CH2:21][C:22]#[N:23])(=[O:20])=[O:19]>>[CH3:1][C:2]1[CH:3]=[C:4](/[CH:5]=[C:21](/[S:18]([C:13]2[CH:14]=[CH:15][CH:16]=[CH:17][N:12]=2)(=[O:20])=[O:19])\[C:22]#[N:23])[CH:7]=[C:8]([CH3:11])[C:9]=1[OH:10]. Procedure details: The titled compound was prepared with 3,5-dimethyl-4-hydroxybenzaldehyde and (pyrid-2-yl)sulphonyl acetonitrile under the similar conditions as described for EXAMPLE 1. Reactants: C=O (paraformaldehyde), Cl.ClC=1C=C(C=C(C1)Cl)N1CCNCC1 (3,5-dichlorophenylpiperazine hydrochloride), C=O (paraformaldehyde), C(C)(=O)C=1C=NN(C1C)C1=NC=CC=N1 (4-acetyl-1-(2-pyrimidinyl)-5-methylpyrazole). Solvent: C(C)O (ethanol). The product is Cl.CC1=C(C=NN1C1=NC=CC=N1)C(CCN1CCN(CC1)C1=CC(=CC(=C1)Cl)Cl)=O (1-[5-Methyl-1-(2-pyrimidinyl)-4-pyrazolyl]-3-[4-(3,5-dichlorophenyl)-1-piperazinyl]-1-propanone hydrochloride). Yield: 91.5%. As a reaction SMILES: [C:1]([C:4]1[CH:5]=[N:6][N:7]([C:10]2[N:15]=[CH:14][CH:13]=[CH:12][N:11]=2)[C:8]=1[CH3:9])(=[O:3])[CH3:2].Cl.[Cl:17][C:18]1[CH:19]=[C:20]([N:25]2[CH2:30][CH2:29][NH:28][CH2:27][CH2:26]2)[CH:21]=[C:22]([Cl:24])[CH:23]=1.[CH2:31]=O>C(O)C>[ClH:17].[CH3:9][C:8]1[N:7]([C:10]2[N:15]=[CH:14][CH:13]=[CH:12][N:11]=2)[N:6]=[CH:5][C:4]=1[C:1](=[O:3])[CH2:2][CH2:31][N:28]1[CH2:29][CH2:30][N:25]([C:20]2[CH:19]=[C:18]([Cl:17])[CH:23]=[C:22]([Cl:24])[CH:21]=2)[CH2:26][CH2:27]1 |f:1.2,5.6|. Procedure: 1.75 g of 4-acetyl-1-(2-pyrimidinyl)-5-methylpyrazole was dissolved in 150 ml of ethanol and 2.21 g of 3,5-dichlorophenylpiperazine hydrochloride and 740 mg of paraformaldehyde were added thereto. The obtained mixture was heated under reflux for 24 hours. Further, 300 mg of paraformaldehyde was added and the obtained mixture was heated under reflux for 15 hours. Then the ethanol was almost halved by evaporation and the precipitate was filtered followed by the addition of chloroform thereto. Next... The reactants are N([C@@H](CC(C)C)C(=O)N[C@@H](CCC(N)=O)C(=O)N[C@@H](CCCNC(NS(=O)(=O)C1=CC=C(C)C=C1)=N)C(=O)N[C@@H](CO)C(=O)N[C@@H](CO)C(=O)O)C(=O)OC(C)(C)C (Boc-Leu-Gln-Arg(Tos)-Ser-Ser-OH). The solvent is FC(C(=O)O)(F)F (trifluoroacetic acid). Yields the product N[C@@H](CC(C)C)C(=O)N[C@@H](CCC(N)=O)C(=O)N[C@@H](CCCNC(NS(=O)(=O)C1=CC=C(C)C=C1)=N)C(=O)N[C@@H](CO)C(=O)N[C@@H](CO)C(=O)O (H-Leu-Gln-Arg(Tos)-Ser-Ser-OH). Reaction SMILES: [NH:1](C(OC(C)(C)C)=O)[C@H:2]([C:7]([NH:9][C@H:10]([C:16]([NH:18][C@H:19]([C:37]([NH:39][C@H:40]([C:43]([NH:45][C@H:46]([C:49]([OH:51])=[O:50])[CH2:47][OH:48])=[O:44])[CH2:41][OH:42])=[O:38])[CH2:20][CH2:21][CH2:22][NH:23][C:24](=[NH:36])[NH:25][S:26]([C:29]1[CH:35]=[CH:34][C:32]([CH3:33])=[CH:31][CH:30]=1)(=[O:28])=[O:27])=[O:17])[CH2:11][CH2:12][C:13](=[O:15])[NH2:14])=[O:8])[CH2:3][CH:4]([CH3:6])[CH3:5]>FC(F)(F)C(O)=O>[NH2:1][C@H:2]([C:7]([NH:9][C@H:10]([C:16]([NH:18][C@H:19]([C:37]([NH:39][C@H:40]([C:43]([NH:45][C@H:46]([C:49]([OH:51])=[O:50])[CH2:47][OH:48])=[O:44])[CH2:41][OH:42])=[O:38])[CH2:20][CH2:21][CH2:22][NH:23][C:24](=[NH:36])[NH:25][S:26]([C:29]1[CH:30]=[CH:31][C:32]([CH3:33])=[CH:34][CH:35]=1)(=[O:28])=[O:27])=[O:17])[CH2:11][CH2:12][C:13](=[O:15])[NH2:14])=[O:8])[CH2:3][CH:4]([CH3:5])[CH3:6]. Procedure: 1.50 Grams of Boc-Leu-Gln-Arg(Tos)-Ser-Ser-OH was treated with 10 ml of trifluoroacetic acid at a room temperature to remove the tert-butoxycarbonyl group therefrom, dried ether was added to the reaction mixture to crystallize the desired product to obtain H-Leu-Gln-Arg(Tos)-Ser-Ser-OH. The reactants are [Cl-].[NH4+] (ammonium chloride), CC(C)([O-])C.[K+] (potassium t-butoxide), O([Si](C)(C)C(C)(C)C)C[C@]12CCC(C=C1CC[C@H]1[C@@H]3CCC([C@@]3(C)CC[C@H]21)=O)=O (19-t-butyldimethylsiloxy-4-androstene-3,17-dione). Solvent: CS(=O)C (dimethylsulfoxide), CS(=O)C (dimethylsulfoxide). Yields the product O([Si](C)(C)C(C)(C)C)C[C@]12CCC(CC1=CC[C@H]1[C@@H]3CCC([C@@]3(C)CC[C@H]21)=O)=O (19-t-butyldimethylsiloxy-5-androstene-3,17-dione). As a reaction SMILES: CC(C)([O-])C.[K+].[O:7]([CH2:15][C@@:16]12[C@@H:33]3[C@H:24]([C@H:25]4[C@@:29]([CH2:31][CH2:32]3)([CH3:30])[C:28](=[O:34])[CH2:27][CH2:26]4)[CH2:23][CH2:22][C:21]1=[CH:20][C:19](=[O:35])[CH2:18][CH2:17]2)[Si:8]([C:11]([CH3:14])([CH3:13])[CH3:12])([CH3:10])[CH3:9].[Cl-].[NH4+]>CS(C)=O>[O:7]([CH2:15][C@@:16]12[C@@H:33]3[C@H:24]([C@H:25]4[C@@:29]([CH2:31][CH2:32]3)([CH3:30])[C:28](=[O:34])[CH2:27][CH2:26]4)[CH2:23][CH:22]=[C:21]1[CH2:20][C:19](=[O:35])[CH2:18][CH2:17]2)[Si:8]([C:11]([CH3:14])([CH3:12])[CH3:13])([CH3:10])[CH3:9] |f:0.1,3.4|. Reported procedure: To a solution of potassium t-butoxide in dimethylsulfoxide at 25° C. under nitrogen is added a solution of 19-t-butyldimethylsiloxy-4-androstene-3,17-dione in dimethylsulfoxide with stirring. After 15 minutes the mixture is poured onto a cold aqueous ammonium chloride solution. The solid which forms is rapidly filtered, washed well with water and dissolved in ether. The ether solution is washed well with water and dried over sodium sulfate. Evaporation of the ether at room temperature yields 19-... Reactants: ClC=1C=CC=2C(N(CC(CC2N1)CCCl)C)=O (2-chloro-8-(2-chloroethyl)-6,7,8,9-tetrahydro-6-methyl-5H-pyrido[3,2-c]azepin-5-one), N1CCC1 (azetidine), C(C(=O)O)(=O)O (oxalic acid). The product is C(C(=O)O)(=O)O.N1(CCC1)CCC1CC2=C(C(N(C1)C)=O)C=CC(=N2)Cl (8-[2-(1-Azetidinyl)ethyl]-6,7,8,9-tetrahydro-2-chloro-6-methyl-5H-pyrido[3,2-c]azepin-5-one oxalate). RXN SMILES: [Cl:1][C:2]1[CH:3]=[CH:4][C:5]2[C:6](=[O:17])[N:7]([CH3:16])[CH2:8][CH:9]([CH2:13][CH2:14]Cl)[CH2:10][C:11]=2[N:12]=1.[NH:18]1[CH2:21][CH2:20][CH2:19]1.[C:22]([OH:27])(=[O:26])[C:23]([OH:25])=[O:24]>>[C:22]([OH:27])(=[O:26])[C:23]([OH:25])=[O:24].[N:18]1([CH2:14][CH2:13][CH:9]2[CH2:8][N:7]([CH3:16])[C:6](=[O:17])[C:5]3[CH:4]=[CH:3][C:2]([Cl:1])=[N:12][C:11]=3[CH2:10]2)[CH2:21][CH2:20][CH2:19]1 |f:3.4|. Procedure: Following the procedure of Example 21, 2-chloro-8-(2-chloroethyl)-6,7,8,9-tetrahydro-6-methyl-5H-pyrido[3,2-c]azepin-5-one and azetidine are reacted and the free base of the title is isolated and reacted with oxalic acid. Reactants: ClCCCl, COc1ccc(C(=O)O)cc1OC, COC(=O)c1cccc(C[NH3+])c1, CCN(C(C)C)C(C)C, [Cl-], ClCCl, CN(C)C=O, On1nnc2ccccc21. The product is COC(=O)c1cccc(CNC(=O)c2ccc(OC)c(OC)c2)c1. Reaction SMILES: [CH2:14]([Cl:15])[CH2:16][Cl:17].[CH3:1][O:2][c:3]1[cH:4][cH:5][c:6]([C:11]([OH:12])=[O:13])[cH:7][c:8]1[O:9][CH3:10].[CH3:38][O:39][C:40](=[O:41])[c:42]1[cH:43][c:44]([CH2:45][NH3+:46])[cH:47][cH:48][cH:49]1.[CH:28]([N:29]([CH2:30][CH3:31])[CH:32]([CH3:33])[CH3:34])([CH3:35])[CH3:36].[Cl-:37].[Cl:50][CH2:51][Cl:52].[O:53]=[CH:54][N:55]([CH3:56])[CH3:57].[OH:18][n:19]1[c:20]2[c:21]([cH:22][cH:23][cH:24][cH:25]2)[n:26][n:27]1>>[CH3:1][O:2][c:3]1[cH:4][cH:5][c:6]([C:11](=[O:13])[NH:46][CH2:45][c:44]2[cH:43][c:42]([C:40]([O:39][CH3:38])=[O:41])[cH:49][cH:48][cH:47]2)[cH:7][c:8]1[O:9][CH3:10]. Reactants: [H-].[Al+3].[Li+].[H-].[H-].[H-] (lithium aluminum hydride), C(C1=CC=CC=C1)OC(=O)N1C(CCC1)CC1=CNC2=CC=CC=C12 (3-(N-benzyloxycarbonylpyrrolidin-2-ylmethyl)-1H-indole), C(C1=CC=CC=C1)OC(=O)N1C(CCCC1)CC1=CNC2=CC=CC=C12 (3-(N-benzyloxycarbonylpiperid-2-ylmethyl)-1H-indole), [OH-].[Na+] (sodium hydroxide). The solvent is O1CCCC1 (tetrahydrofuran), O1CCCC1 (tetrahydrofuran), O (water), O (water). Reaction SMILES: [H-].[Al+3].[Li+].[H-].[H-].[H-].C([O:14]C([N:17]1CCCC1CC1C2C(=CC=CC=2)NC=1)=O)C1C=CC=CC=1.C(O[C:40]([N:42]1[CH2:47][CH2:46][CH2:45][CH2:44][CH:43]1[CH2:48][C:49]1[C:57]2[C:52](=[CH:53][CH:54]=[CH:55][CH:56]=2)[NH:51][CH:50]=1)=O)C1C=CC=CC=1.[OH-].[Na+]>O1CCCC1.O>[OH-:14].[NH4+:17].[CH3:40][N:42]1[CH2:47][CH2:46][CH2:45][CH:43]1[CH2:48][C:49]1[C:57]2[C:52](=[CH:53][CH:54]=[CH:55][CH:56]=2)[NH:51][CH:50]=1.[CH3:40][N:42]1[CH2:47][CH2:46][CH2:45][CH2:44][CH:43]1[CH2:48][C:49]1[C:57]2[C:52](=[CH:53][CH:54]=[CH:55][CH:56]=2)[NH:51][CH:50]=1 |f:0.1.2.3.4.5,8.9,12.13|. Procedure details: To a stirred mixture of lithium aluminum hydride (0.152 g, 4.00 mmol,2 eq) in anhydrous tetrahydrofuran (10 mL) at 0° C. was added rapidly a solution of the 3-(N-benzyloxycarbonylpyrrolidin-2-ylmethyl)-1H-indole or the 3-(N-benzyloxycarbonylpiperid-2-ylmethyl)-1H-indole (2.00 mmol) in anhydrous tetrahydrofuran (5 mL). The resulting mixture is heated at reflux under a nitrogen atmosphere for 3 hours. The reaction mixture is cooled, and water (0.25 mL), 15% aqueous sodium hydroxide (0.25mL), and t... Run at temperature 25 celsius, time 30 minute. The product is [OH-].[NH4+] (ammonium hydroxide), CN1C(CCC1)CC1=CNC2=CC=CC=C12 (3-(N-methylpyrrolidin-2-ylmethyl)-1H-indole), CN1C(CCCC1)CC1=CNC2=CC=CC=C12 (3-(N-methylpiperid-2-ylmethyl)-1H-indole).